Dataset: the Open Reaction Database (ORD), a public repository of structured organic reaction records. Task: describe an organic reaction: reactants, conditions, products, and yield The reactants are O=C1NC(=O)C(=Cc2cccc3c2ccn3Cc2ccccc2)S1, CO, [Cl-], I, [Mg], [NH4+]. Product: O=C1NC(=O)C(Cc2cccc3c2ccn3Cc2ccccc2)S1. Reaction SMILES: [CH2:3]([c:4]1[cH:5][cH:6][cH:7][cH:8][cH:9]1)[n:10]1[cH:11][cH:12][c:13]2[c:14]([CH:19]=[C:20]3[C:21](=[O:26])[NH:22][C:23](=[O:25])[S:24]3)[cH:15][cH:16][cH:17][c:18]12.[CH3:29][OH:30].[Cl-:27].[I:2].[Mg:1].[NH4+:28]>>[CH2:3]([c:4]1[cH:5][cH:6][cH:7][cH:8][cH:9]1)[n:10]1[cH:11][cH:12][c:13]2[c:14]([CH2:19][CH:20]3[C:21](=[O:26])[NH:22][C:23](=[O:25])[S:24]3)[cH:15][cH:16][cH:17][c:18]12. The reactants are C(C1=CC=CC=C1)N1[C@H](CN(CC1)CC1=CC=CC=C1)C=C ((S)-1,4-dibenzyl-2-vinyl-piperazine), C12CCCC(CCC1)B2 (9-borabicyclo[3.3.1]nonane), IC1=CC=C(C=C1)OC (1-iodo-4-methoxy-benzene), C1(=CC=CC=C1)P(C1=CC=CC=C1)C1=CC=CC=C1 (triphenylphosphine), [OH-].[Na+] (NaOH), C(O)CN (ethanolamine). The reagents and catalysts are [Pd].C1(=CC=CC=C1)P(C1=CC=CC=C1)C1=CC=CC=C1.C1(=CC=CC=C1)P(C1=CC=CC=C1)C1=CC=CC=C1.C1(=CC=CC=C1)P(C1=CC=CC=C1)C1=CC=CC=C1.C1(=CC=CC=C1)P(C1=CC=CC=C1)C1=CC=CC=C1 (tetrakis(triphenylphosphine) palladium(0)). Run in C(C)(=O)O.CO (acetic acid methanol), O (water). Conditions: temperature 60 celsius, time 6 hour. The product is C(C1=CC=CC=C1)N1[C@H](CN(CC1)CC1=CC=CC=C1)CCC1=CC=C(C=C1)OC ((S)-1,4-Dibenyl-2-(2-(4-methoxy-phenyl)-ethyl)-piperazine). Reaction SMILES: [CH2:1]([N:8]1[CH2:13][CH2:12][N:11]([CH2:14][C:15]2[CH:20]=[CH:19][CH:18]=[CH:17][CH:16]=2)[CH2:10][C@@H:9]1[CH:21]=[CH2:22])[C:2]1[CH:7]=[CH:6][CH:5]=[CH:4][CH:3]=1.C12BC(CCC1)CCC2.I[C:33]1[CH:38]=[CH:37][C:36]([O:39][CH3:40])=[CH:35][CH:34]=1.C1(P(C2C=CC=CC=2)C2C=CC=CC=2)C=CC=CC=1.[OH-].[Na+].C(CN)O>O.C(O)(=O)C.CO.[Pd].C1(P(C2C=CC=CC=2)C2C=CC=CC=2)C=CC=CC=1.C1(P(C2C=CC=CC=2)C2C=CC=CC=2)C=CC=CC=1.C1(P(C2C=CC=CC=2)C2C=CC=CC=2)C=CC=CC=1.C1(P(C2C=CC=CC=2)C2C=CC=CC=2)C=CC=CC=1>[CH2:1]([N:8]1[CH2:13][CH2:12][N:11]([CH2:14][C:15]2[CH:20]=[CH:19][CH:18]=[CH:17][CH:16]=2)[CH2:10][C@@H:9]1[CH2:21][CH2:22][C:33]1[CH:38]=[CH:37][C:36]([O:39][CH3:40])=[CH:35][CH:34]=1)[C:2]1[CH:3]=[CH:4][CH:5]=[CH:6][CH:7]=1 |f:4.5,8.9,10.11.12.13.14|. Procedure details: Combine (S)-1,4-dibenzyl-2-vinyl-piperazine (2.0 g, 6.84 mmol) and 9-borabicyclo[3.3.1]nonane (82.1 mL, 41.04 mmol, 0.5 M in THF) and stir at ambient temperature. After 6 hours and 30 minutes, add 1-iodo-4-methoxy-benzene (2.4 g, 10.26 mmol), triphenylphosphine (287.0 mg, 1.09 mmol), tetrakis(triphenylphosphine) palladium(0)(158.0 mg, 0.14 mmol), and 3N NaOH (5.6 mL) and stir at 60° C. After 22 hours, add ethanolamine (10.0 ml) and dilute the mixture with water. Extract with ethyl acetate and co... Reactants: ClC1=C(C=O)C(=CC=C1Cl)Cl (2,3,6-trichlorobenzaldehyde), C(C)(=O)[O-].[Na+] (sodium acetate), crude product, C(C)O (ethanol), Cl.C(=O)(O)CON.C(=O)(O)CON (carboxymethoxylamine hemihydrochloride). Solvent: O (water). Yields the product ClC(C(=O)O)ON=CC1=CC(=CC=C1Cl)Cl (2,3,6-Trichlorobenzylideneaminooxyacetic Acid). Reaction SMILES: Cl[C:2]1[C:9]([Cl:10])=[CH:8][CH:7]=[C:6]([Cl:11])[C:3]=1[CH:4]=O.C(O)C.[ClH:15].[C:16]([CH2:19][O:20][NH2:21])([OH:18])=[O:17].C(CON)(O)=O.C([O-])(=O)C.[Na+]>O>[Cl:15][CH:19]([O:20][N:21]=[CH:4][C:3]1[C:6]([Cl:11])=[CH:7][CH:8]=[C:9]([Cl:10])[CH:2]=1)[C:16]([OH:18])=[O:17] |f:2.3.4,5.6|. Reported procedure: A warm solution of 3.0 gm. (0.014 mole) of 2,3,6-trichlorobenzaldehyde in 50 ml. of ethanol was stirred into a warm solution of 1.6 gm. (0.015 equiv.) of carboxymethoxylamine hemihydrochloride and 0.7 gm. (0.008 mole) of anhyd. sodium acetate in 50 ml. water. Heating on the steam bath was maintained for one-half hour: then the reaction mixture was evaporated by 3/4 volume and was cooled. The solid present was removed by filtration, washed with water and dried in vacuum dessicator over phosphorus... Reactants: C(C)NCC (Diethyl-amine), [OH-].[Na+] (NaOH), BrCCCCl (1-bromo-3-chloropropane). The solvent is CC(=O)C (acetone). Yields the product ClCCCN(CC)CC ((3-Chloro-propyl)-diethyl-amine). Isolated yield 59.2%. RXN SMILES: [CH2:1]([NH:3][CH2:4][CH3:5])[CH3:2].[OH-].[Na+].Br[CH2:9][CH2:10][CH2:11][Cl:12]>CC(C)=O>[Cl:12][CH2:11][CH2:10][CH2:9][N:3]([CH2:4][CH3:5])[CH2:1][CH3:2] |f:1.2|. Reported procedure: Diethyl-amine (7.27 ml, 70 mmol), acetone (15 ml, 3 vol), 5M NaOH solution (16.8 ml, 1.2 eq.) and 1-bromo-3-chloropropane (16.5 g, 105 mmol, 1.5 eq.) were reacted together according to general procedure A to give the title compound (6.2 g, 59%) as a colourless oil. Reactants: CCOCC, C[Mg+], CCN(CC)CCN(CC(=O)c1ccccc1)c1cc(Cl)ccc1Cl, [I-]. Product: CCN(CC)CCN(CC(C)(O)c1ccccc1)c1cc(Cl)ccc1Cl. As a reaction SMILES: [CH2:29]([O:30][CH2:31][CH3:32])[CH3:33].[CH3:27][Mg+:28].[Cl:1][c:2]1[c:3]([N:9]([CH2:10][CH2:11][N:12]([CH2:13][CH3:14])[CH2:15][CH3:16])[CH2:17][C:18](=[O:19])[c:20]2[cH:21][cH:22][cH:23][cH:24][cH:25]2)[cH:4][c:5]([Cl:8])[cH:6][cH:7]1.[I-:26]>>[Cl:1][c:2]1[c:3]([N:9]([CH2:10][CH2:11][N:12]([CH2:13][CH3:14])[CH2:15][CH3:16])[CH2:17][C:18]([OH:19])([c:20]2[cH:21][cH:22][cH:23][cH:24][cH:25]2)[CH3:27])[cH:4][c:5]([Cl:8])[cH:6][cH:7]1. The reactants are BrC=1C=C(SC1C)C=O (4-bromo-5-methylthiophene-2-carbaldehyde), CC1=CC=C(C=C1)S(=O)(=O)CN=C (p-tosylmethyl isocyanide), C([O-])([O-])=O.[K+].[K+] (potassium carbonate). Run in CO (methanol). Reaction conditions: temperature 80 celsius. Yields the product BrC=1C=C(SC1C)C1=CN=CO1 (5-(4-bromo-5-methylthiophen-2-yl)oxazole). Reaction SMILES: [Br:1][C:2]1[CH:3]=[C:4]([CH:8]=[O:9])[S:5][C:6]=1[CH3:7].CC1C=CC(S([CH2:20][N:21]=[CH2:22])(=O)=O)=CC=1.C(=O)([O-])[O-].[K+].[K+]>CO>[Br:1][C:2]1[CH:3]=[C:4]([C:8]2[O:9][CH:22]=[N:21][CH:20]=2)[S:5][C:6]=1[CH3:7] |f:2.3.4|. Procedure: To a solution of 4-bromo-5-methylthiophene-2-carbaldehyde (A, 10.5 mmol) and p-tosylmethyl isocyanide (11 mmol) in methanol (80 mL) was added potassium carbonate (13 mmol) and the mixture was heated to 80° C. for 1 h. The solvent was removed in vacuo and diluted in DCM (100 mL) and water (100 mL). The organic layer dried, concentrated and purified by flash chromatography to give 5-(4-bromo-5-methylthiophen-2-yl)oxazole (B, 1.83 g) as yellowish solids. Starting materials: CCN(C(C)C)C(C)C, CC(C)OC(=O)Cl, ClCCl, Cl, CS(=O)(=O)c1ccc(-c2ccc(OCC3CCNCC3)c(F)c2)cc1. The product is CC(C)OC(=O)N1CCC(COc2ccc(-c3ccc(S(C)(=O)=O)cc3)cc2F)CC1. RXN SMILES: [CH:27]([N:28]([CH:29]([CH3:30])[CH3:31])[CH2:32][CH3:33])([CH3:34])[CH3:35].[Cl:36][C:37](=[O:38])[O:39][CH:40]([CH3:41])[CH3:42].[Cl:43][CH2:44][Cl:45].[ClH:1].[F:2][c:3]1[cH:4][c:5](-[c:17]2[cH:18][cH:19][c:20]([S:23](=[O:24])(=[O:25])[CH3:26])[cH:21][cH:22]2)[cH:6][cH:7][c:8]1[O:9][CH2:10][CH:11]1[CH2:12][CH2:13][NH:14][CH2:15][CH2:16]1>>[F:2][c:3]1[cH:4][c:5](-[c:17]2[cH:18][cH:19][c:20]([S:23](=[O:24])(=[O:25])[CH3:26])[cH:21][cH:22]2)[cH:6][cH:7][c:8]1[O:9][CH2:10][CH:11]1[CH2:12][CH2:13][N:14]([C:37](=[O:38])[O:39][CH:40]([CH3:41])[CH3:42])[CH2:15][CH2:16]1.